From a dataset of the Open Reaction Database (ORD), a public repository of structured organic reaction records. describe an organic reaction: reactants, conditions, products, and yield Product: ClCCCC(=O)NC1=C(C=CC(=C1)[N+](=O)[O-])F (4-chloro-N-(2-fluoro-5-nitro-phenyl)-butyramide). Conditions: time 2 hour. Reactants: FC1=C(N)C=C(C=C1)[N+](=O)[O-] (2-Fluoro-5-nitroaniline), C(C)(C)N(CC)C(C)C (diisopropylethylamine), ClCCCC(=O)Cl (4-Chlorobutyryl chloride). Procedure: 2-Fluoro-5-nitroaniline (500 mg, 3.2 mmol) and diisopropylethylamine (1.1 ml, 6.4 mmol) were stirred in dry dichloromethane (10 ml) under nitrogen. 4-Chlorobutyryl chloride was added drop-wise over 1 minute and the reaction was stirred for a further 2 hrs. The reaction mixture was partitioned between water (50 ml) and dichloromethane (50 ml). The organics were collected, dried (magnesium sulphate), concentrated in vacuo and the residue purified by flash column chromatography (SiO2) eluting with ... As a reaction SMILES: [F:1][C:2]1[CH:8]=[CH:7][C:6]([N+:9]([O-:11])=[O:10])=[CH:5][C:3]=1[NH2:4].C(N(C(C)C)CC)(C)C.[Cl:21][CH2:22][CH2:23][CH2:24][C:25](Cl)=[O:26]>ClCCl>[Cl:21][CH2:22][CH2:23][CH2:24][C:25]([NH:4][C:3]1[CH:5]=[C:6]([N+:9]([O-:11])=[O:10])[CH:7]=[CH:8][C:2]=1[F:1])=[O:26]. Run in ClCCl (dichloromethane). Reactants: C1=CC=C2C(=C1)C=CC3=CC=CC=C3C2=O (dibenzosuberenone), [I-].[K+] (potassium iodide), C1=CC=C2C(=C1)C=CC3=CC=CC=C3C2=O (dibenzosuberenone), FC(C(=O)[O-])(F)F.[Tl+] (thallium trifluoroacetate). The product is mixture, IC1=CC=CC2=C1C(C1=C(C=C2)C=CC=C1)=O (4-Iodo-5H-dibenzo[a, d]cyclohepten-5-one). Reaction SMILES: [CH:1]1[CH:6]=[C:5]2[CH:7]=[CH:8][C:9]3[C:14]([C:15](=[O:16])[C:4]2=[CH:3][CH:2]=1)=[CH:13][CH:12]=[CH:11][CH:10]=3.FC(F)(F)C([O-])=O.[Tl+].[I-:25].[K+]>>[I:25][C:3]1[C:4]2[C:15](=[O:16])[C:14]3[CH:13]=[CH:12][CH:11]=[CH:10][C:9]=3[CH:8]=[CH:7][C:5]=2[CH:6]=[CH:1][CH:2]=1 |f:1.2,3.4|. Procedure details: 2.06 g of dibenzosuberenone [CAS No. 2222-33-5] was subjected to the procedure of Example 1-g using 6.5 g of thallium trifluoroacetate and 2.0 g of potassium iodide, to give 1.0 g of a mixture of the title compound with dibenzosuberenone as a colorless powder.